From a dataset of the Open Reaction Database (ORD), a public repository of structured organic reaction records. describe an organic reaction: reactants, conditions, products, and yield The reactants are C(C1=CC=CC=C1)NC(C1=CN=C(C=C1)Cl)=O (N-benzyl-6-chloronicotinamide), O.NN (hydrazine hydrate). The solvent is C(C)O (ethanol). Product: C(C1=CC=CC=C1)NC(C1=CN=C(C=C1)NN)=O (N-benzyl-6-hydrazinylnicotinamide). The yield is 78.0%. RXN SMILES: [CH2:1]([NH:8][C:9](=[O:17])[C:10]1[CH:15]=[CH:14][C:13](Cl)=[N:12][CH:11]=1)[C:2]1[CH:7]=[CH:6][CH:5]=[CH:4][CH:3]=1.O.[NH2:19][NH2:20]>C(O)C>[CH2:1]([NH:8][C:9](=[O:17])[C:10]1[CH:15]=[CH:14][C:13]([NH:19][NH2:20])=[N:12][CH:11]=1)[C:2]1[CH:7]=[CH:6][CH:5]=[CH:4][CH:3]=1 |f:1.2|. Reported procedure: Combined N-benzyl-6-chloronicotinamide (13 g, 52.8 mmol) and ethanol (60 mL) then added hydrazine hydrate (85%, 30 mL) drop wise at room temperature. After the addition, the solution was heated to reflux overnight. The reaction mixture was then concentrated to remove ethanol and a solid was obtained. The solid was collected by filtration, washed with EtOAc (3×20 mL), and dried under reduced pressure to give the title compound (10 g, 78%) as an off-yellow solid. Reactants: ClC1=C(N=C(C(=N1)C(=O)OC)OC)NCC (methyl 6-chloro-5-ethylamino-3-methoxypyrazine-2-carboxylate), NCC1N(CCC1)C (2-aminomethyl-1-methylpyrrolidine), Cl (hydrochloric acid). Solvent: C1(=CC=CC=C1)C (toluene). Product: CN1C(CCC1)CNC(=O)C1=NC(=C(N=C1OC)NCC)Cl (N-(1-methylpyrrolidin-2-ylmethyl)-6-chloro-5-ethylamino-3-methoxypyrazine-2-carboxamide). Reaction SMILES: [Cl:1][C:2]1[N:7]=[C:6]([C:8]([O:10]C)=O)[C:5]([O:12][CH3:13])=[N:4][C:3]=1[NH:14][CH2:15][CH3:16].[NH2:17][CH2:18][CH:19]1[CH2:23][CH2:22][CH2:21][N:20]1[CH3:24].Cl>C1(C)C=CC=CC=1>[CH3:24][N:20]1[CH2:21][CH2:22][CH2:23][CH:19]1[CH2:18][NH:17][C:8]([C:6]1[C:5]([O:12][CH3:13])=[N:4][C:3]([NH:14][CH2:15][CH3:16])=[C:2]([Cl:1])[N:7]=1)=[O:10]. Procedure: To 30 ml. of toluene were added 3.0 g. of methyl 6-chloro-5-ethylamino-3-methoxypyrazine-2-carboxylate and 3.0 g. of 2-aminomethyl-1-methylpyrrolidine and the mixture was refluxed for 4 days. The reaction mixture was acidified with hydrochloric acid at room temperature and then extracted twice each time with 30 ml. of water. From the toluene layer, 0.9 g. of methyl 6-chloro-5-ethylamino-3-methoxypyrazine-2-carboxylate used as the starting material was recovered. The extracts were combined, basif... Reactants: CCO (EtOH), FC1=C(C(=CC=C1)C(F)(F)F)C1=CC(=C(C=C1)N)[N+](=O)[O-] (2′-Fluoro-3-nitro-6′-trifluoromethyl-biphenyl-4-ylamine), [Cl-].[NH4+] (Ammonium chloride). Reagents/catalysts: [Fe] (iron). The solvent is O (water), O (water). Reaction conditions: temperature 80 celsius, time 14 hour. The product is FC1=C(C(=CC=C1)C(F)(F)F)C1=CC(=C(C=C1)N)N (2′-Fluoro-6′-trifluoromethyl-biphenyl-3,4-diamine). The yield is 98.0%. As a reaction SMILES: [F:1][C:2]1[CH:7]=[CH:6][CH:5]=[C:4]([C:8]([F:11])([F:10])[F:9])[C:3]=1[C:12]1[CH:17]=[CH:16][C:15]([NH2:18])=[C:14]([N+:19]([O-])=O)[CH:13]=1.CCO.[Cl-].[NH4+]>[Fe].O>[F:1][C:2]1[CH:7]=[CH:6][CH:5]=[C:4]([C:8]([F:11])([F:10])[F:9])[C:3]=1[C:12]1[CH:17]=[CH:16][C:15]([NH2:18])=[C:14]([NH2:19])[CH:13]=1 |f:2.3|. Procedure: 2′-Fluoro-3-nitro-6′-trifluoromethyl-biphenyl-4-ylamine (754 mg, 2.51 mmol, as prepared in the previous step) was placed in a 40 mL vial equipped with a magnetic stir bar, then EtOH (20 mL) and water (5 mL) were added. Ammonium chloride (10 eq., 1.34 g, 25.1 mmol) was added as a solid, and then iron powder (5 eq., 701 mg, 12.6 mmol) was added. The vial was tightly capped and placed in a heating block where the reaction was stirred at 80° C. for 14 h. The reaction was cooled to rt, poured into wa... The product is CCN(C(=O)Cc1ccc(C)cc1)c1ccccc1. Reagents/catalysts: CC(C)N=C=NC(C)C (DIC), C1=CC2=C(C=C1Cl)N(N=N2)O (6-Cl-HOBT). Reactants: Cc1ccc(CC(=O)O)cc1, CCNc1ccccc1. Run at temperature 25 celsius, time 2 hour. The solvent is CN(C)C=O (DMF), CN(C)C=O (DMF), CN(C)C=O (DMF), CN(C)C=O (DMF), CN(C)C=O (DMF), CN(C)C=O (DMF). Isolated yield 32.1%. RXN SMILES: CCNc1ccccc1.Cc1ccc(CC(=O)O)cc1.CC(C)N=C=NC(C)C.C1=CC2=C(C=C1Cl)N(N=N2)O.CN(C)C=O>>CCN(C(=O)Cc1ccc(C)cc1)c1ccccc1. Starting materials: CO, Cl, Fc1ccc(C2=CCNCC2)cc1. Yields the product Cl, Fc1ccc(C2CCNCC2)cc1. RXN SMILES: [CH3:15][OH:16].[ClH:1].[F:2][c:3]1[cH:4][cH:5][c:6]([C:9]2=[CH:14][CH2:13][NH:12][CH2:11][CH2:10]2)[cH:7][cH:8]1>>[ClH:1].[F:2][c:3]1[cH:4][cH:5][c:6]([CH:9]2[CH2:10][CH2:11][NH:12][CH2:13][CH2:14]2)[cH:7][cH:8]1.